From a dataset of the Open Reaction Database (ORD), a public repository of structured organic reaction records. describe an organic reaction: reactants, conditions, products, and yield Starting materials: CN1CCCC1=O, CCN(C(C)C)C(C)C, CS(=O)(=O)c1ncc2cc(C(=O)Cc3ccccc3Cl)n(-c3ccc(F)cc3)c2n1, Cl, CC(N)C(C)(C)O. The product is CC(Nc1ncc2cc(C(=O)Cc3ccccc3Cl)n(-c3ccc(F)cc3)c2n1)C(C)(C)O. Reaction SMILES: [CH3:48][N:49]1[CH2:50][CH2:51][CH2:52][C:53]1=[O:54].[CH:31]([N:32]([CH:33]([CH3:34])[CH3:35])[CH2:36][CH3:37])([CH3:38])[CH3:39].[Cl:1][c:2]1[c:3]([CH2:8][C:9](=[O:10])[c:11]2[cH:12][c:13]3[c:14]([n:15][c:16]([S:19]([CH3:20])(=[O:21])=[O:22])[n:17][cH:18]3)[n:23]2-[c:24]2[cH:25][cH:26][c:27]([F:30])[cH:28][cH:29]2)[cH:4][cH:5][cH:6][cH:7]1.[ClH:40].[NH2:41][CH:42]([C:43]([CH3:44])([OH:45])[CH3:46])[CH3:47]>>[Cl:1][c:2]1[c:3]([CH2:8][C:9](=[O:10])[c:11]2[cH:12][c:13]3[c:14]([n:15][c:16]([NH:41][CH:42]([C:43]([CH3:44])([OH:45])[CH3:46])[CH3:47])[n:17][cH:18]3)[n:23]2-[c:24]2[cH:25][cH:26][c:27]([F:30])[cH:28][cH:29]2)[cH:4][cH:5][cH:6][cH:7]1. Starting materials: CO, Cl, CCOC(=O)CN1C(=O)C(N=[N+]=[N-])CCc2ccc(OC)cc21, [Na+], [OH-], O. Yields the product COc1ccc2c(c1)N(CC(=O)O)C(=O)C(N=[N+]=[N-])CC2. As a reaction SMILES: [CH3:27][OH:28].[ClH:26].[N:1](=[N+:2]=[N-:3])[CH:4]1[C:5](=[O:23])[N:6]([CH2:17][C:18](=[O:19])[O:20][CH2:21][CH3:22])[c:7]2[c:8]([cH:11][cH:12][c:13]([O:15][CH3:16])[cH:14]2)[CH2:9][CH2:10]1.[Na+:25].[OH-:24].[OH2:29]>>[N:1](=[N+:2]=[N-:3])[CH:4]1[C:5](=[O:23])[N:6]([CH2:17][C:18](=[O:19])[OH:20])[c:7]2[c:8]([cH:11][cH:12][c:13]([O:15][CH3:16])[cH:14]2)[CH2:9][CH2:10]1. Starting materials: N1=C(C=CC=C1)COC1=NC=C(C=C1)NC(OC1=CC=CC=C1)=O (Phenyl N-[2-(pyridin-2-ylmethyloxy)pyridin-5-yl]carbamate), FC(C1=CC=C2CCNC2=C1)(F)F (6-trifluoromethylindoline). Product: N1=C(C=CC=C1)COC1=NC=C(C=C1)NC(=O)N1CCC2=CC=C(C=C12)C(F)(F)F (1-[2-(pyridin-2-ylmethyloxy)pyridin-5ylcarbamoyl]-6-trifluoromethyl-indoline). Reaction SMILES: [N:1]1[CH:6]=[CH:5][CH:4]=[CH:3][C:2]=1[CH2:7][O:8][C:9]1[CH:14]=[CH:13][C:12]([NH:15][C:16](=[O:24])OC2C=CC=CC=2)=[CH:11][N:10]=1.[F:25][C:26]([F:37])([F:36])[C:27]1[CH:35]=[C:34]2[C:30]([CH2:31][CH2:32][NH:33]2)=[CH:29][CH:28]=1>>[N:1]1[CH:6]=[CH:5][CH:4]=[CH:3][C:2]=1[CH2:7][O:8][C:9]1[CH:14]=[CH:13][C:12]([NH:15][C:16]([N:33]2[C:34]3[C:30](=[CH:29][CH:28]=[C:27]([C:26]([F:25])([F:36])[F:37])[CH:35]=3)[CH2:31][CH2:32]2)=[O:24])=[CH:11][N:10]=1. Procedure details: Phenyl N-[2-(pyridin-2-ylmethyloxy)pyridin-5-yl]carbamate (D3) and 6-trifluoromethylindoline (WO 96/23783) were converted into the title compound using a method similar to that of Example 1, m.p. 178-179° C. The reactants are FC=1C(=C(C=CC1)C(CC(C=O)(C(F)(F)F)O)C(C)C)OC (4-(3-fluoro-2-methoxyphenyl)-2-hydroxy-5-methyl-2-(trifluoromethyl)hexanal), NC1=C2C=NC(=NC2=CC=C1)C (5-amino-2-methylquinazoline). Reagents/catalysts: [O-]CC.[O-]CC.[O-]CC.[O-]CC.[Ti+4] (titanium tetraethoxide). The product is FC=1C(=C(C=CC1)C(CC(C=NC1=C2C=NC(=NC2=CC=C1)C)(O)C(F)(F)F)C(C)C)OC (4-(3-fluoro-2-methoxyphenyl)-1-[(2-methylquinazolin-5-yl)imino]-5-methyl-2-(trifluoromethyl)hexan-2-ol). As a reaction SMILES: [F:1][C:2]1[C:3]([O:21][CH3:22])=[C:4]([CH:8]([CH:18]([CH3:20])[CH3:19])[CH2:9][C:10]([OH:17])([C:13]([F:16])([F:15])[F:14])[CH:11]=O)[CH:5]=[CH:6][CH:7]=1.[NH2:23][C:24]1[CH:33]=[CH:32][CH:31]=[C:30]2[C:25]=1[CH:26]=[N:27][C:28]([CH3:34])=[N:29]2>[O-]CC.[O-]CC.[O-]CC.[O-]CC.[Ti+4]>[F:1][C:2]1[C:3]([O:21][CH3:22])=[C:4]([CH:8]([CH:18]([CH3:19])[CH3:20])[CH2:9][C:10]([C:13]([F:16])([F:14])[F:15])([OH:17])[CH:11]=[N:23][C:24]2[CH:33]=[CH:32][CH:31]=[C:30]3[C:25]=2[CH:26]=[N:27][C:28]([CH3:34])=[N:29]3)[CH:5]=[CH:6][CH:7]=1 |f:2.3.4.5.6|. Procedure details: In the same way as in Example 61, 280 mg (0.87 mmol) of 4-(3-fluoro-2-methoxyphenyl)-2-hydroxy-5-methyl-2-(trifluoromethyl)hexanal, 175 mg (1.1 mmol) of 5-amino-2-methylquinazoline and 0.45 ml of titanium tetraethoxide are reacted to give 4-(3-fluoro-2-methoxyphenyl)-1-[(2-methylquinazolin-5-yl)imino]-5-methyl-2-(trifluoromethyl)hexan-2-ol. 360 mg of resulting crude imine are cyclized in the same way as in Example 61 at −30° C. with 6 ml (6 mmol) of 1 M boron tribromide solution in dichlorometha... Starting materials: O1CCOC12CCNCC2 (1,4-dioxa-8-azaspiro[4.5]decane), C1CO1 (ethylene oxide). Solvent: CO (methanol), CO (methanol). Reaction conditions: temperature -20 celsius, time 3 hour. The product is OCCN1CCC2(OCCO2)CC1 (N-hydroxyethyl-1,4-dioxa-8-azaspiro[4.5]-decane). Reaction SMILES: [O:1]1[C:5]2([CH2:10][CH2:9][NH:8][CH2:7][CH2:6]2)[O:4][CH2:3][CH2:2]1.[CH2:11]1[O:13][CH2:12]1>CO>[OH:13][CH2:12][CH2:11][N:8]1[CH2:9][CH2:10][C:5]2([O:4][CH2:3][CH2:2][O:1]2)[CH2:6][CH2:7]1. Reported procedure: To 23 parts of 1,4-dioxa-8-azaspiro[4.5]decane in 300 parts by volume of methanol is added 15 parts of ethylene oxide in methanol. The mixture is stirred at -20° C. for 3 hours and allowed to warm to room temperature. The solvent is removed under reduced pressure and the residue distilled to afford N-hydroxyethyl-1,4-dioxa-8-azaspiro[4.5]-decane. The corresponding tosylate is formed by reacting 16 parts of the alcohol in 75 parts of dry pyridine with 21 parts of p-toluenesulfonylchloride. The mi...